This data is from the Open Reaction Database (ORD), a public repository of structured organic reaction records. The task is: describe an organic reaction: reactants, conditions, products, and yield Reactants: C(CCC)[Li] (Butyllithium), C(C)(C)(C)NC(=O)C=1C=C2C=CNC2=CC1 (N-tert-Butyl indole-5-carboxamide), C(C)(=O)Cl (acetyl chloride). The solvent is O (water), C1CCOC1 (THF). Reaction conditions: temperature -78 celsius, time 40 minute. The product is C(C)(C)(C)NC(=O)C=1C=C2C=CN(C2=CC1)C(C)=O (N-tert-Butyl 1-Acetylindole-5-carboxamide). The yield is 14.1%. As a reaction SMILES: [C:1]([NH:5][C:6]([C:8]1[CH:9]=[C:10]2[C:14](=[CH:15][CH:16]=1)[NH:13][CH:12]=[CH:11]2)=[O:7])([CH3:4])([CH3:3])[CH3:2].C([Li])CCC.[C:22](Cl)(=[O:24])[CH3:23]>C1COCC1.O>[C:1]([NH:5][C:6]([C:8]1[CH:9]=[C:10]2[C:14](=[CH:15][CH:16]=1)[N:13]([C:22](=[O:24])[CH3:23])[CH:12]=[CH:11]2)=[O:7])([CH3:4])([CH3:2])[CH3:3]. Procedure: N-tert-Butyl indole-5-carboxamide was dissolved in dry THF and solution was cooled to −78° C. Butyllithium was added dropwise with continuous stirring. The reaction mixture was stirred at −78° C. for 40 minutes followed by dropwise addition of acetyl chloride. After addition was complete, the reaction mixture was stirred at −78° C. for 30 minutes and then stirred for 1 hour at room temperature. The reaction mixture was diluted with water and organic phase separated. The aqueous phase was saturat... The reactants are ClC(Cl)Cl, CN(C)CCCl, Cl, Oc1ccc(-c2ccncc2)cc1. Product: CN(C)CCOc1ccc(-c2ccncc2)cc1. Reaction SMILES: [CH:21]([Cl:22])([Cl:23])[Cl:24].[Cl:14][CH2:15][CH2:16][N:17]([CH3:18])[CH3:19].[ClH:20].[n:1]1[cH:2][cH:3][c:4](-[c:7]2[cH:8][cH:9][c:10]([OH:13])[cH:11][cH:12]2)[cH:5][cH:6]1>>[n:1]1[cH:2][cH:3][c:4](-[c:7]2[cH:8][cH:9][c:10]([O:13][CH2:15][CH2:16][N:17]([CH3:18])[CH3:19])[cH:11][cH:12]2)[cH:5][cH:6]1. Reactants: C(#N)/C(/C(=O)OCCOCCOCCOCCOC)=C\C=1C=C2C=CC(=CC2=CC1)N1CCCCC1 ((E)-2-(2-(2-(2-methoxyethoxy)ethoxy)ethoxy)ethyl 2-cyano-3-(2-(piperidin-1-yl)napthalen-6-yl)acrylate), C1CCOC1.CO (THF MeOH). Solvent: DOWEX-H+. Conditions: time 20 hour. The product is C(#N)/C(/C(=O)OCC1OC(OC1)(C)C)=C\C=1C=C2C=CC(=CC2=CC1)N1CCCCC1 ((E)-(2,2-dimethyl-1,3-dioxolan-4-yl)methyl 2-cyano-3-(2-(piperidin-1-yl)naphthalene-6-yl)acrylate). Yield: 84.0%. Reaction SMILES: [C:1](/[C:3](=[CH:20]\[C:21]1[CH:22]=[C:23]2[C:28](=[CH:29][CH:30]=1)[CH:27]=[C:26]([N:31]1[CH2:36][CH2:35][CH2:34][CH2:33][CH2:32]1)[CH:25]=[CH:24]2)/[C:4]([O:6][CH2:7][CH2:8][O:9][CH2:10][CH2:11]OCCOCCOC)=[O:5])#[N:2].C1C[O:40][CH2:39]C1.[CH3:42]O>>[C:1](/[C:3](=[CH:20]\[C:21]1[CH:22]=[C:23]2[C:28](=[CH:29][CH:30]=1)[CH:27]=[C:26]([N:31]1[CH2:32][CH2:33][CH2:34][CH2:35][CH2:36]1)[CH:25]=[CH:24]2)/[C:4]([O:6][CH2:7][CH:8]1[CH2:39][O:40][C:10]([CH3:11])([CH3:42])[O:9]1)=[O:5])#[N:2] |f:1.2|. Procedure: Compound 31 (50 mgr, 0.12 mmol) was dissolved in a mixture of THF/MeOH (1:1) and DOWEX-H+ resin (15 mgr) was added and the heterogeneous mixture was stirred for 20 hours. The resin was removed by filtration and triethylamine was added and the solvent was removed under reduced pressure. The residue was purified by flash chromatography to give compound 32. 32: 38 mgr, 84% yield; red liquid; 1H NMR (400 MHz, CDCl3) δ 8.30 (s, 1H), 8.19 (s, 1H), 8.08 (d, 1H, J=8.8 Hz), 7.74 (d, 1H, J=9.1 Hz), 7.63 (... The reactants are CCOC(=O)C1(CI)CCN(C(=O)c2ccccc2OC)C1, Oc1ccc(-c2ncc(Cl)cn2)cc1. RXN SMILES: [CH2:15]([CH3:16])[O:17][C:18](=[O:19])[C:20]1([CH2:35][I:36])[CH2:21][N:22]([C:25]([c:26]2[c:27]([O:32][CH3:33])[cH:28][cH:29][cH:30][cH:31]2)=[O:34])[CH2:23][CH2:24]1.[Cl:1][c:2]1[cH:3][n:4][c:5](-[c:8]2[cH:9][cH:10][c:11]([OH:14])[cH:12][cH:13]2)[n:6][cH:7]1>>[Cl:1][c:2]1[cH:3][n:4][c:5](-[c:8]2[cH:9][cH:10][c:11]([O:14][CH2:35][C:20]3([C:18]([O:17][CH2:15][CH3:16])=[O:19])[CH2:21][N:22]([C:25]([c:26]4[c:27]([O:32][CH3:33])[cH:28][cH:29][cH:30][cH:31]4)=[O:34])[CH2:23][CH2:24]3)[cH:12][cH:13]2)[n:6][cH:7]1. Product: CCOC(=O)C1(COc2ccc(-c3ncc(Cl)cn3)cc2)CCN(C(=O)c2ccccc2OC)C1.